describe an organic reaction: reactants, conditions, products, and yield From a dataset of the Open Reaction Database (ORD), a public repository of structured organic reaction records. The reactants are C[Mg]Cl (methyl magnesium chloride), OCC(=O)C1=CC=CC=C1 (2-hydroxy acetophenone), C1CCOC1 (THF), C(C)(=O)O (acetic acid). Run in ClCCl (dichloromethane). Product: OC(C)(C)C1=C(C=CC=C1)O (2-(1-Hydroxy-1-methyl-ethyl)-phenol). Isolated yield 45.0%. Reaction SMILES: C[Mg]Cl.OC[C:6]([C:8]1[CH:13]=[CH:12][CH:11]=[CH:10][CH:9]=1)=O.[C:14]([OH:17])(=O)[CH3:15].C1C[O:21]CC1>ClCCl>[OH:21][C:8]([C:13]1[CH:12]=[CH:11][CH:10]=[CH:15][C:14]=1[OH:17])([CH3:9])[CH3:6]. Procedure details: To a stirred solution of methyl magnesium chloride (134 ml, 3M in THF) kept under nitrogen, at 0° C. was added a solution of 2-hydroxy acetophenone (50 g, 367 mmol) in anhydrous THF (100 ml). The reaction mixture was stirred. After completion of the reaction, the reaction mixture was treated with 4M acetic acid (500 ml) followed by usual workup in dichloromethane and FC to give hydroxy phenol 31 (25 g, 45%) as a colorless oil.